Dataset: the Open Reaction Database (ORD), a public repository of structured organic reaction records. Task: describe an organic reaction: reactants, conditions, products, and yield The reactants are N1C=CC2=CC(=CC=C12)NC=1C2=C(N=CN1)C=C(S2)C2=CC=CC=C2 ((1H-Indol-5-yl)-(6-phenyl-thieno[3,2-d]pyrimidin-4-yl)-amine), BrN1C(CCC1=O)=O (N-bromosuccinimide). Run in C(Cl)Cl (methylene chloride). Run at time 2 day. Product: BrC1=CNC2=CC=C(C=C12)NC=1C2=C(N=CN1)C=C(S2)C2=CC=CC=C2 ((3-Bromo-1H-indol-5-yl)-(6-phenyl-thieno[3,2-d]pyrimidin-4-yl)-amine). Isolated yield 17.0%. Reaction SMILES: [NH:1]1[C:9]2[C:4](=[CH:5][C:6]([NH:10][C:11]3[C:12]4[S:19][C:18]([C:20]5[CH:25]=[CH:24][CH:23]=[CH:22][CH:21]=5)=[CH:17][C:13]=4[N:14]=[CH:15][N:16]=3)=[CH:7][CH:8]=2)[CH:3]=[CH:2]1.[Br:26]N1C(=O)CCC1=O>C(Cl)Cl>[Br:26][C:3]1[C:4]2[C:9](=[CH:8][CH:7]=[C:6]([NH:10][C:11]3[C:12]4[S:19][C:18]([C:20]5[CH:25]=[CH:24][CH:23]=[CH:22][CH:21]=5)=[CH:17][C:13]=4[N:14]=[CH:15][N:16]=3)[CH:5]=2)[NH:1][CH:2]=1. Procedure: To a solution of (1H-Indol-5-yl)-(6-phenyl-thieno[3,2-d]pyrimidin-4-yl)-amine (150 mg, 0.438 mmol) in methylene chloride was added N-bromosuccinimide (86 mg, 0.482 mmol). The reaction mixture was stirred for 2 days at room temperature and then concentrated in vacuo. The orange residue was chromatographed by preparative reverse-phase HPLC using a 200 nM acetate buffer and acetonitrile gradient to afford pure product (17% yield). RP18-HPLC RT: 6.377 minutes; API MS: 371.2 (M+1); MP: 201-203° C. The reactants are BrB(Br)Br, ClCCl, C=C1CC(C#N)(COC)C1. The product is C=C1CC(C#N)(CO)C1. As a reaction SMILES: [B:11]([Br:12])([Br:13])[Br:14].[CH2:15]([Cl:16])[Cl:17].[CH3:1][O:2][CH2:3][C:4]1([C:9]#[N:10])[CH2:5][C:6](=[CH2:8])[CH2:7]1>>[OH:2][CH2:3][C:4]1([C:9]#[N:10])[CH2:5][C:6](=[CH2:8])[CH2:7]1. Reactants: S(=S)(=O)([O-])[O-].[Na+].[Na+] (sodium thiosulfate), crude product, FC(C(O)C1=CN=C(S1)C1=CC2=CC=CC=C2C=C1)(F)F (2,2,2-Trifluoro-1-[2-(2-naphthyl)-1,3-thiazol-5-yl]ethanol), CC(=O)OI1(C=2C=CC=CC2C(=O)O1)(OC(=O)C)OC(=O)C (Dess-Martin Periodinane). Solvent: C(Cl)Cl (DCM). Reaction conditions: time 3 hour. The product is FC(C(=O)C1=CN=C(S1)C1=CC2=CC=CC=C2C=C1)(F)F (2,2,2-Trifluoro-1-[2-(2-naphthyl)-1,3-thiazol-5-yl]ethanone). Reaction SMILES: [F:1][C:2]([F:21])([F:20])[CH:3]([C:5]1[S:9][C:8]([C:10]2[CH:19]=[CH:18][C:17]3[C:12](=[CH:13][CH:14]=[CH:15][CH:16]=3)[CH:11]=2)=[N:7][CH:6]=1)[OH:4].CC(OI1(OC(C)=O)(OC(C)=O)OC(=O)C2C=CC=CC1=2)=O.S([O-])([O-])(=O)=S.[Na+].[Na+]>C(Cl)Cl>[F:21][C:2]([F:1])([F:20])[C:3]([C:5]1[S:9][C:8]([C:10]2[CH:19]=[CH:18][C:17]3[C:12](=[CH:13][CH:14]=[CH:15][CH:16]=3)[CH:11]=2)=[N:7][CH:6]=1)=[O:4] |f:2.3.4|. Procedure details: A solution of the crude product I2 in DCM was treated with Dess-Martin Periodinane (3.0 eq.) and stirred for 3 h at RT. Aq. sodium thiosulfate was added and the aqueous phase was extracted with DCM. The combined organic phase was dried (Na2SO4) and solvents were removed under reduced pressure. The crude was purified by RP-HPLC (Waters SYMMETRY C18, 7 micron, 19×300 mm; flow: 20 mL/min; Gradient: A: H2O (+0.1% TFA); B: MeCN (+0.1% TFA); 60% A linear to 10% A in 14 min) to afford the title compoun... Starting materials: C(C)(C)(C)OC(NCCCN(S(=O)(=O)C)CC1=CC(=CC=C1)C1=NC(=NC=C1)Cl)=O ((3-{[3-(2-Chloro-pyrimidin-4-yl)-benzyl]-methanesulfonyl-amino}-propyl)-carbamic acid tert-butyl ester), NCCC=1C=C(C(=CC1)O)O (4-(2-Amino-ethyl)-benzene-1,2-diol), 472. Yields the product NCCCN(S(=O)(=O)C)CC1=CC(=CC=C1)C1=NC(=NC=C1)NCCC1=CC(=C(C=C1)O)O (N-(3-Amino-propyl)-N-(3-{2-[2-(3,4-dihydroxy-phenyl)-ethylamino]-pyrimidin-4-yl}-benzyl)-methanesulfonamide). Reaction SMILES: C(OC(=O)[NH:7][CH2:8][CH2:9][CH2:10][N:11]([CH2:16][C:17]1[CH:22]=[CH:21][CH:20]=[C:19]([C:23]2[CH:28]=[CH:27][N:26]=[C:25](Cl)[N:24]=2)[CH:18]=1)[S:12]([CH3:15])(=[O:14])=[O:13])(C)(C)C.[NH2:31][CH2:32][CH2:33][C:34]1[CH:35]=[C:36]([OH:41])[C:37]([OH:40])=[CH:38][CH:39]=1>>[NH2:7][CH2:8][CH2:9][CH2:10][N:11]([CH2:16][C:17]1[CH:22]=[CH:21][CH:20]=[C:19]([C:23]2[CH:28]=[CH:27][N:26]=[C:25]([NH:31][CH2:32][CH2:33][C:34]3[CH:39]=[CH:38][C:37]([OH:40])=[C:36]([OH:41])[CH:35]=3)[N:24]=2)[CH:18]=1)[S:12]([CH3:15])(=[O:13])=[O:14]. Reported procedure: Intermediate 4 from above was coupled with 4-(2-Amino-ethyl)-benzene-1,2-diol following procedure F and the resulting product deprotected following procedure G. LC-MS showed the product had the expected M+H+ of 472. 1H NMR (Varian 300 MHz, CDCl3—CD3OD, shifts relative to the solvent peak at 7.24 ppm) δ 8.1 (m, 2H) 8.0 (d, 1H) 7.7 (d, 1H) 7.5 (m, 1H) 7.2 (m, 1H) 6.7 (d, 1H) 6.6 (m, 2H) 4.7 (s, 2H) 3.8 (m, 2H) 3.6 (m, 2H) 2.9 (s, 3H) 2.8 (m, 4H) 1.8 (m, 2H). The reactants are CC(C)(C)OC(=O)N(CCCl)CCCl, N#CCc1cccnc1. Reaction SMILES: [Cl:10][CH2:11][CH2:12][N:13]([C:14](=[O:15])[O:16][C:17]([CH3:18])([CH3:19])[CH3:20])[CH2:21][CH2:22][Cl:23].[n:1]1[cH:2][c:3]([CH2:7][C:8]#[N:9])[cH:4][cH:5][cH:6]1>>[n:1]1[cH:2][c:3]([C:7]2([C:8]#[N:9])[CH2:11][CH2:12][N:13]([C:14](=[O:15])[O:16][C:17]([CH3:18])([CH3:19])[CH3:20])[CH2:21][CH2:22]2)[cH:4][cH:5][cH:6]1. The product is CC(C)(C)OC(=O)N1CCC(C#N)(c2cccnc2)CC1. The reactants are OC1=CC=C(C=NC2=C(C(=NN2)NC2=CC=C(C=C2)[N+](=O)[O-])C(=O)N)C=C1 (5-((4-hydroxybenzylidene)amino)-3-((4-nitrophenyl)amino)-1H-pyrazole-4-carboxamide), [BH4-].[Na+] (sodium borohydride), imine. The solvent is CO (MeOH). Yields the product OC1=CC=C(CNC2=C(C(=NN2)NC2=CC=C(C=C2)[N+](=O)[O-])C(=O)N)C=C1 (5-((4-hydroxybenzyl)amino)-3-((4-nitrophenyl)amino)-1H-pyrazole-4-carboxamide). Reaction SMILES: [OH:1][C:2]1[CH:27]=[CH:26][C:5]([CH:6]=[N:7][C:8]2[NH:12][N:11]=[C:10]([NH:13][C:14]3[CH:19]=[CH:18][C:17]([N+:20]([O-:22])=[O:21])=[CH:16][CH:15]=3)[C:9]=2[C:23]([NH2:25])=[O:24])=[CH:4][CH:3]=1.[BH4-].[Na+]>CO>[OH:1][C:2]1[CH:3]=[CH:4][C:5]([CH2:6][NH:7][C:8]2[NH:12][N:11]=[C:10]([NH:13][C:14]3[CH:15]=[CH:16][C:17]([N+:20]([O-:22])=[O:21])=[CH:18][CH:19]=3)[C:9]=2[C:23]([NH2:25])=[O:24])=[CH:26][CH:27]=1 |f:1.2|. Procedure details: 5-((4-hydroxybenzylidene)amino)-3-((4-nitrophenyl)amino)-1H-pyrazole-4-carboxamide (5.0 g) was suspended in 350 mL of MeOH and sodium borohydride was added until bubbling ceased. HPLC confirmed reaction was complete (absence of imine). Once completed (1 hr), precipitate was filtered to obtain 5-((4-hydroxybenzyl)amino)-3-((4-nitrophenyl)amino)-1H-pyrazole-4-carboxamide as an off white to light yellow powder. Product was washed with deionized water to remove excess sodium borohydride. Product was... The solvent is O1CCCC1 (tetrahydrofuran). The yield is 96.2%. Procedure details: A mixture of 42.5 parts of N4 -(2-furanylmethyl)-4,5-pyrimidinediamine, 50.5 parts of ethyl 4-isothiocyanato-1-piperidinecarboxylate and 630 parts of tetrahydrofuran was stirred for 48 hours at reflux temperature. After cooling, the product was filtered off, washed with tetrahydrofuran and 1,1'-oxybisethane and dried, yielding 86.4 parts (96.2%) of ethyl 4-[[[[4-[(2-furanylmethyl)amino]-5-pyrimidinyl]amino]thioxomethyl]-amino]-1-piperidinecarboxylate (interm. 31). Reaction conditions: time 48 hour. Yields the product 86.4, O1C(=CC=C1)CNC1=NC=NC=C1NC(=S)NC1CCN(CC1)C(=O)OCC (ethyl 4-[[[[4-[(2-furanylmethyl)amino]-5-pyrimidinyl]amino]thioxomethyl]-amino]-1-piperidinecarboxylate). RXN SMILES: [O:1]1[CH:5]=[CH:4][CH:3]=[C:2]1[CH2:6][NH:7][C:8]1[C:13]([NH2:14])=[CH:12][N:11]=[CH:10][N:9]=1.[N:15]([CH:18]1[CH2:23][CH2:22][N:21]([C:24]([O:26][CH2:27][CH3:28])=[O:25])[CH2:20][CH2:19]1)=[C:16]=[S:17]>O1CCCC1>[O:1]1[CH:5]=[CH:4][CH:3]=[C:2]1[CH2:6][NH:7][C:8]1[C:13]([NH:14][C:16]([NH:15][CH:18]2[CH2:23][CH2:22][N:21]([C:24]([O:26][CH2:27][CH3:28])=[O:25])[CH2:20][CH2:19]2)=[S:17])=[CH:12][N:11]=[CH:10][N:9]=1. The reactants are 42.5, O1C(=CC=C1)CNC1=NC=NC=C1N (N4 -(2-furanylmethyl)-4,5-pyrimidinediamine), N(=C=S)C1CCN(CC1)C(=O)OCC (ethyl 4-isothiocyanato-1-piperidinecarboxylate).